Dataset: the Open Reaction Database (ORD), a public repository of structured organic reaction records. Task: describe an organic reaction: reactants, conditions, products, and yield Reactants: Cl (HCl), CC1NC2=C(C=CC=C2C1)S(=O)(=O)N (2,3-dihydro-2-methyl-1H-indole-7-sulfonamide), COC(NC1=NC(=CC(=N1)OC)C)=O ((4-methoxy-6-methylpyrimidin-2-yl)carbamic acid methyl ester), C[Al](C)C (trimethylaluminum), solution. Run in C(Cl)Cl (methylene dichloride), C1(=CC=CC=C1)C (toluene). Product: COC1=NC(=NC(=C1)C)NC(=O)NS(=O)(=O)C=1C=CC=C2CC(NC12)C (2,3-Dihydro-N-[(4-methoxy-6-methylpyrimidin-2-yl)aminocarbonyl]-2-methyl-1H-indole-7-sulfonamide). The yield is 11.2%. RXN SMILES: [CH3:1][CH:2]1[CH2:10][C:9]2[C:4](=[C:5]([S:11]([NH2:14])(=[O:13])=[O:12])[CH:6]=[CH:7][CH:8]=2)[NH:3]1.C[O:16][C:17](=O)[NH:18][C:19]1[N:24]=[C:23]([O:25][CH3:26])[CH:22]=[C:21]([CH3:27])[N:20]=1.C[Al](C)C.Cl>C(Cl)Cl.C1(C)C=CC=CC=1>[CH3:26][O:25][C:23]1[CH:22]=[C:21]([CH3:27])[N:20]=[C:19]([NH:18][C:17]([NH:14][S:11]([C:5]2[CH:6]=[CH:7][CH:8]=[C:9]3[C:4]=2[NH:3][CH:2]([CH3:1])[CH2:10]3)(=[O:13])=[O:12])=[O:16])[N:24]=1. Procedure details: To a solution of 2,3-dihydro-2-methyl-1H-indole-7-sulfonamide (1.0 g) and (4-methoxy-6-methylpyrimidin-2-yl)carbamic acid methyl ester (1.0 g) in methylene dichloride (100 ml) was added trimethylaluminum (3.0 ml of a 2.0M solution in toluene). The mixture was heated at reflux for 18 hours under a nitrogen atmosphere. Work-up was achieved by careful addition of 100 ml of 1N HCl followed by separation of the organic layer. The methylene chloride was dried over MgSO4 and evaporated to dryness. The ... Reactants: COC(=O)C=1N=C(SC1)NC(C(CC1CCCC1)C1=CC=C(C=C1)Cl)=O (2-[2-(4-chloro-phenyl)-3-cyclopentyl-propionylamino]-thiazole-4-carboxylic acid methyl ester), [H-].[Al+3].[Li+].[H-].[H-].[H-] (lithium aluminum hydride), O1CCCC1 (tetrahydrofuran), O1CCCC1 (tetrahydrofuran). Run at temperature 0 celsius, time 2 hour. Product: hexanes ethyl acetate, ClC1=CC=C(C=C1)C(C(=O)NC=1SC(=CN1)CO)CC1CCCC1 (2-(4-chloro-phenyl)-3-cyclopentyl-N-(5-hydroxymethyl-thiazol-2-yl)-propionamide). The yield is 55.4%. Reaction SMILES: COC([C:5]1[N:6]=[C:7]([NH:10][C:11](=[O:26])[CH:12]([C:19]2[CH:24]=[CH:23][C:22]([Cl:25])=[CH:21][CH:20]=2)[CH2:13][CH:14]2[CH2:18][CH2:17][CH2:16][CH2:15]2)[S:8][CH:9]=1)=O.[H-].[Al+3].[Li+].[H-].[H-].[H-].[O:33]1CCC[CH2:34]1>>[Cl:25][C:22]1[CH:21]=[CH:20][C:19]([CH:12]([CH2:13][CH:14]2[CH2:15][CH2:16][CH2:17][CH2:18]2)[C:11]([NH:10][C:7]2[S:8][C:9]([CH2:34][OH:33])=[CH:5][N:6]=2)=[O:26])=[CH:24][CH:23]=1 |f:1.2.3.4.5.6|. Procedure: A solution of 2-[2-(4-chloro-phenyl)-3-cyclopentyl-propionylamino]-thiazole-4-carboxylic acid methyl ester (prepared as in Example 32, 127.7 mg, 0.31 mmol) in tetrahydrofuran (0.4 mL) was added to a slurry of lithium aluminum hydride (15.0 mg, 0.39 mmol) in tetrahydrofuran (2.24 mL) at 0° C. The reaction mixture was stirred at 0° C. for 2 h. The reaction was then quenched by the dropwise addition of water. The reaction was then diluted with more water (25 mL) and extracted with ethyl acetate (3×... Starting materials: O=C([O-])[O-], CCc1cccc(C)c1CCl, ClCCl, CC#N, [I-], [K+], [K+], [K+], COC(=O)c1cc(N)c2nc(C)c(C)n2c1. The product is CCc1cccc(C)c1CNc1cc(C(=O)OC)cn2c(C)c(C)nc12. As a reaction SMILES: [C:28](=[O:29])([O-:30])[O-:31].[CH2:17]([CH3:18])[c:19]1[c:20]([CH2:21][Cl:22])[c:23]([CH3:27])[cH:24][cH:25][cH:26]1.[CH2:36]([Cl:37])[Cl:38].[CH3:39][C:40]#[N:41].[I-:35].[K+:32].[K+:33].[K+:34].[NH2:1][c:2]1[c:3]2[n:4]([cH:5][c:6]([C:8](=[O:9])[O:10][CH3:11])[cH:7]1)[c:12]([CH3:16])[c:13]([CH3:15])[n:14]2>>[NH:1]([c:2]1[c:3]2[n:4]([cH:5][c:6]([C:8](=[O:9])[O:10][CH3:11])[cH:7]1)[c:12]([CH3:16])[c:13]([CH3:15])[n:14]2)[CH2:21][c:20]1[c:19]([CH2:17][CH3:18])[cH:26][cH:25][cH:24][c:23]1[CH3:27]. The reactants are C[O-].[Na+] (sodium methylate), Cl.C(C1=CC=CC=C1)(=N)N (Benzamidine hydrochloride), C[O-].[Na+] (sodium methylate), BrC(C(=O)C1=CC2=CC=CC=C2C=C1)C (2-bromo-2′-propionaphthone). The solvent is O1CCCC1 (tetrahydrofuran), O1CCCC1 (tetrahydrofuran). Product: C1(=CC=CC=C1)C=1NC(=C(N1)C1=CC2=CC=CC=C2C=C1)C (2-Phenyl-4-(2-naphthyl)-5-methylimidazole). As a reaction SMILES: Cl.[C:2]([NH2:10])(=[NH:9])[C:3]1[CH:8]=[CH:7][CH:6]=[CH:5][CH:4]=1.C[O-].[Na+].Br[CH:15]([CH3:28])[C:16]([C:18]1[CH:27]=[CH:26][C:25]2[C:20](=[CH:21][CH:22]=[CH:23][CH:24]=2)[CH:19]=1)=O>O1CCCC1>[C:3]1([C:2]2[NH:9][C:15]([CH3:28])=[C:16]([C:18]3[CH:27]=[CH:26][C:25]4[C:20](=[CH:21][CH:22]=[CH:23][CH:24]=4)[CH:19]=3)[N:10]=2)[CH:8]=[CH:7][CH:6]=[CH:5][CH:4]=1 |f:0.1,2.3|. Procedure details: Benzamidine hydrochloride and an equimolar amount of sodium methylate were heated under reflux in tetrahydrofuran for 1 hour. After cooling, a tetrahydrofuran solution of an equimolar amount of 2-bromo-2′-propionaphthone was added dropwise thereto so that the temperature did not exceed 30° C., and then an equimolar amount of sodium methylate was further added, followed by heating under reflux for 1 hour. After removal of the solvent by distillation under reduced pressure, the residue was washed ...